This data is from the Open Reaction Database (ORD), a public repository of structured organic reaction records. The task is: describe an organic reaction: reactants, conditions, products, and yield The reactants are C1(=CC=C(C=C1)C(C(C)(C)O)S(=O)(=O)N)C1=CC=CC=C1 (1-biphenyl-4-yl-2-hydroxy-2-methylpropane-1-sulfonamide), C(C)OC(OCC)(OCC)OCC (tetraethoxymethane), C(C)OC(OCC)(OCC)OCC (tetraethoxymethane). Solvent: C(C)(=O)O (acetic acid), C(C)(=O)O (acetic acid). Conditions: temperature 100 celsius, time 24 hour. The product is C1(=CC=C(C=C1)C1S(N=C(OC1(C)C)OCC)(=O)=O)C1=CC=CC=C1 (5-Biphenyl-4-yl-2-ethoxy-6,6-dimethyl-5,6-dihydro-1,4,3-oxathiazine 4,4-dioxide). Reaction SMILES: [C:1]1([C:16]2[CH:21]=[CH:20][CH:19]=[CH:18][CH:17]=2)[CH:6]=[CH:5][C:4]([CH:7]([S:12]([NH2:15])(=[O:14])=[O:13])[C:8]([OH:11])([CH3:10])[CH3:9])=[CH:3][CH:2]=1.[CH2:22]([O:24][C:25](OCC)(OCC)OCC)[CH3:23]>C(O)(=O)C>[C:1]1([C:16]2[CH:17]=[CH:18][CH:19]=[CH:20][CH:21]=2)[CH:2]=[CH:3][C:4]([CH:7]2[C:8]([CH3:9])([CH3:10])[O:11][C:25]([O:24][CH2:22][CH3:23])=[N:15][S:12]2(=[O:13])=[O:14])=[CH:5][CH:6]=1. Procedure details: A mixture of 3.14 g of 1-biphenyl-4-yl-2-hydroxy-2-methylpropane-1-sulfonamide in 75 ml of tetraethoxymethane and 15 ml of acetic acid was stirred at 100° C. for 24 hours. The conversion was checked by LCMS. Since it was incomplete, the reaction mixture was admixed with a further 15 ml of acetic acid and stirred at 120° C. for 4 hours. Subsequently, a further 20 ml of tetraethoxymethane were added and the reaction mixture was stirred at 120° C. for 5 hours. Since, by checking with LCMS, no furth...